The task is: describe an organic reaction: reactants, conditions, products, and yield. This data is from the Open Reaction Database (ORD), a public repository of structured organic reaction records. The reactants are C(C1=CC=CC=C1)(=O)NN=CC=CC1=CC=CC=C1 (cinnamaldehyde benzoylhydrazone), CCCCCC (hexane). Solvent: C1(=CC=CC=C1)OC1=CC=CC=C1 (diphenyl ether). Reaction conditions: temperature 220 celsius, time 3 hour. Yields the product C(C1=CC=CC=C1)(=O)N1N=CCC1C1=CC=CC=C1 (1-benzoyl-5-phenyl-2-pyrazoline). The yield is 76.0%. As a reaction SMILES: [C:1]([NH:9][N:10]=[CH:11][CH:12]=[CH:13][C:14]1[CH:19]=[CH:18][CH:17]=[CH:16][CH:15]=1)(=[O:8])[C:2]1[CH:7]=[CH:6][CH:5]=[CH:4][CH:3]=1.CCCCCC>C1(OC2C=CC=CC=2)C=CC=CC=1>[C:1]([N:9]1[CH:13]([C:14]2[CH:19]=[CH:18][CH:17]=[CH:16][CH:15]=2)[CH2:12][CH:11]=[N:10]1)(=[O:8])[C:2]1[CH:3]=[CH:4][CH:5]=[CH:6][CH:7]=1. Procedure: Five grams of the cinnamaldehyde benzoylhydrazone was suspended in 20 ml of diphenyl ether, followed by stirring at 220° C. for 3 hours. After cooling, the reaction liquid was poured into 100 ml of hexane for the separation of insoluble matter. The insoluble matter was filtered off and recrystallized from a methanol-water solution. Thus there was obtained 3.8 g of 1-benzoyl-5-phenyl-2-pyrazoline (mp. 105°-106° C.) as the desired product. The yield was 76.0%. The reactants are Cc1ccc(S(=O)(=O)OCC2CCc3cccc(-c4cc(Cl)ccc4Cl)c3O2)cc1, CN, CS(C)=O, CCOCC. Yields the product CNCC1CCc2cccc(-c3cc(Cl)ccc3Cl)c2O1. Reaction SMILES: [CH3:1][c:2]1[cH:3][cH:4][c:5]([S:6]([O:7][CH2:12][CH:13]2[O:14][c:15]3[c:16](-[c:23]4[c:24]([Cl:30])[cH:25][cH:26][c:27]([Cl:29])[cH:28]4)[cH:17][cH:18][cH:19][c:20]3[CH2:21][CH2:22]2)(=[O:8])=[O:9])[cH:10][cH:11]1.[CH3:31][NH2:32].[CH3:33][S:34]([CH3:35])=[O:36].[CH3:37][CH2:38][O:39][CH2:40][CH3:41]>>[CH2:12]([CH:13]1[O:14][c:15]2[c:16](-[c:23]3[c:24]([Cl:30])[cH:25][cH:26][c:27]([Cl:29])[cH:28]3)[cH:17][cH:18][cH:19][c:20]2[CH2:21][CH2:22]1)[NH:32][CH3:31]. Reactants: OC12C(NC(=N1)C=1C(=CC(=C(C(=O)OC)C1)C)C)CC(C2)OC (methyl 5-(3a-hydroxy-5-methoxy-1,3a,4,5,6,6a-hexahydrocyclopenta[d]imidazol-2-yl)-2,4-dimethylbenzoate), OC12C(NC(=N1)C=1C(=CC(=C(C(=O)OC)C1)C)C)CC(C2)OC (methyl 5-(3a-hydroxy-5-methoxy-1,3a,4,5,6,6a-hexahydrocyclopenta[d]imidazol-2-yl)-2,4-dimethylbenzoate), C1(=CC=C(C=C1)S(=O)(=O)O)C (p-Toluenesulfonic acid). The solvent is CN(C=O)C (N,N-dimethylformamide). Conditions: time 8 hour. Product: COC1CC2=C(NC(=N2)C=2C(=CC(=C(C(=O)OC)C2)C)C)C1 (Methyl 5-(5-methoxy-1,4,5,6-tetrahydrocyclopenta[d]imidazol-2-yl)-2,4-dimethylbenzoate). Yield: 87.6%. RXN SMILES: O[C:2]12[CH2:21][CH:20]([O:22][CH3:23])[CH2:19][CH:3]1[NH:4][C:5]([C:7]1[C:8]([CH3:18])=[CH:9][C:10]([CH3:17])=[C:11]([CH:16]=1)[C:12]([O:14][CH3:15])=[O:13])=[N:6]2.C1(C)C=CC(S(O)(=O)=O)=CC=1>CN(C)C=O>[CH3:23][O:22][CH:20]1[CH2:21][C:2]2[NH:6][C:5]([C:7]3[C:8]([CH3:18])=[CH:9][C:10]([CH3:17])=[C:11]([CH:16]=3)[C:12]([O:14][CH3:15])=[O:13])=[N:4][C:3]=2[CH2:19]1. Procedure: Into around-bottom flask, was placed a solution of methyl 5-(3a-hydroxy-5-methoxy-1,3a,4,5,6,6a-hexahydrocyclopenta[d]imidazol-2-yl)-2,4-dimethylbenzoate (compound 461.5, 200 mg, 0.38 mmol, 1.00 equiv, 60%) in N,N-dimethylformamide (mL). p-Toluenesulfonic acid (20 mg, 0.12 mmol, 0.18 equiv) was added and the resulting solution was stiffed overnight at 80° C., then concentrated in vacuo. The residue was purified by silica gel chromatography with dichloromethane/methanol (10:1) as the eluent to ob... Reactants: CC(=O)CC1=CC=NC=C1 (4-pyridinylmethyl methyl ketone), C(OCC)(OCC)OCC (triethyl orthoformate), C(C)(=O)OC(C)=O (acetic anhydride). Run in C(C)(=O)O (acetic acid). Product: CC(=O)C(=COCC)C1=CC=NC=C1 (2-ethoxy-1-(4-pyridinyl)ethenyl methyl ketone). Reaction SMILES: [CH3:1][C:2]([CH2:4][C:5]1[CH:10]=[CH:9][N:8]=[CH:7][CH:6]=1)=[O:3].[CH:11](OCC)(OCC)[O:12][CH2:13][CH3:14].C(OC(=O)C)(=O)C>C(O)(=O)C>[CH3:1][C:2]([C:4]([C:5]1[CH:10]=[CH:9][N:8]=[CH:7][CH:6]=1)=[CH:11][O:12][CH2:13][CH3:14])=[O:3]. Reported procedure: One aspect of the invention resides in the process which comprises reacting pyridinylmethyl lower-alkyl ketone of the formula ##STR1## (I) with tri-(lower-alkyl) orthoformate, acetic anhydride and acetic acid to produce 2-(lower-alkoxy)-1-(pyridinyl)-ethenyl lower-alkyl ketone of formula II, ##STR2## and reacting said ketone (II) with malononitrile in a lower-alkanol to produce 1,2-dihydro-6-R-2-oxo-5-PY-nicotinonitrile of formula III, ##STR3## where R and R' are each lower-alkyl and PY is 4- or... Starting materials: FC1=C(C=C(C=C1)F)C=1CCNC(C1)C1=CC(=CC=C1)OC (4-(2,5-Difluorophenyl)-6-(3-methoxyphenyl)-1,2,3,6-tetrahydropyridine), C(C)(=O)OC(C)=O (acetic anhydride), ClCCl (dichloromethane), TEA. Solvent: O (Water). Conditions: time 10 minute. Yields the product C(C)(=O)N1CCC(=CC1C1=CC(=CC=C1)OC)C1=C(C=CC(=C1)F)F (1-acetyl-4-(2,5-difluorophenyl)-6-(3-methoxyphenyl)-1,2,3,6-tetrahydropyridine). As a reaction SMILES: [F:1][C:2]1[CH:7]=[CH:6][C:5]([F:8])=[CH:4][C:3]=1[C:9]1[CH2:10][CH2:11][NH:12][CH:13]([C:15]2[CH:20]=[CH:19][CH:18]=[C:17]([O:21][CH3:22])[CH:16]=2)[CH:14]=1.ClCCl.[C:26](OC(=O)C)(=[O:28])[CH3:27]>O>[C:26]([N:12]1[CH:13]([C:15]2[CH:20]=[CH:19][CH:18]=[C:17]([O:21][CH3:22])[CH:16]=2)[CH:14]=[C:9]([C:3]2[CH:4]=[C:5]([F:8])[CH:6]=[CH:7][C:2]=2[F:1])[CH2:10][CH2:11]1)(=[O:28])[CH3:27]. Procedure details: To a stir bar equipped flask containing 4-(2,5-difluorophenyl)-6-(3-methoxyphenyl)-1,2,3,6-tetrahydropyridne (1-5, 0.6 g, 0.19 mmol) was added dichloromethane (15 mL) followed successively by TEA (0.14 mL, 0.19 mmol), and acetic anhydride (0.06 mL, 0.59 mmol). The resulting solution stirred for 10 min. Water was added (2 mL), and then the reaction was washed with dichloromethane (2×30 mL). The organics were dried over sodium sulfate, filtered, and concentrated under reduced pressure. The crude r... The reactants are Cl.ClC=1C=C([N+](=C(C1)C)[O-])C (4-chloro-2,6-lutidine-1-oxide hydrochloride), O (water), N1CCCCC1 (piperidine), O (water). Solvent: C(Cl)(Cl)Cl (chloroform). Reaction conditions: temperature 25 celsius, time 2 hour. The product is N1(CCCCC1)C=1C=C([N+](=C(C1)C)[O-])C (4-piperidino-2,6-lutidine-1-oxide). Isolated yield 50.0%. Reaction SMILES: Cl.Cl[C:3]1[CH:4]=[C:5]([CH3:11])[N+:6]([O-:10])=[C:7]([CH3:9])[CH:8]=1.[NH:12]1[CH2:17][CH2:16][CH2:15][CH2:14][CH2:13]1.O>C(Cl)(Cl)Cl>[N:12]1([C:3]2[CH:4]=[C:5]([CH3:11])[N+:6]([O-:10])=[C:7]([CH3:9])[CH:8]=2)[CH2:17][CH2:16][CH2:15][CH2:14][CH2:13]1 |f:0.1|. Procedure details: A quantity (1.94 g., 0.01 mole) of 4-chloro-2,6-lutidine-1-oxide hydrochloride with 6 ml. piperidine, and 10 ml. water were sealed in a reinforced bottle and heated, with stirring, in an oil bath at the temperature 155° to 160° C. for 41/2 hrs. After cooling the reaction mixture to 25° C. and diluting it with 25 ml. water, several portions of chloroform were used to extract the objective product. The chloroform extracts were combined, dried over anhydrous sodium sulfate, treated with charcoal, a... The reactants are NC1=C(C=CC=C1)CCCC(C(=O)O)N1C(C=2C(C1=O)=CC=CC2)=O (5-(2-aminophenyl)-2-phthalimidopentanoic acid), Cl.CN(CCCN=C=NCC)C (1-(3-dimethylaminopropyl)-3-ethylcarbodiimide hydrochloride). Solvent: CN(C=O)C (dimethylformamide). Product: C1(C=2C(C(N1C1C(NC3=C(CCC1)C=CC=C3)=O)=O)=CC=CC2)=O (3-phthalimido-3,4,5,6-tetrahydro-1-benzazocin-2(1H)one). As a reaction SMILES: [NH2:1][C:2]1[CH:7]=[CH:6][CH:5]=[CH:4][C:3]=1[CH2:8][CH2:9][CH2:10][CH:11]([N:15]1[C:19](=[O:20])[C:18]2=[CH:21][CH:22]=[CH:23][CH:24]=[C:17]2[C:16]1=[O:25])[C:12]([OH:14])=O.Cl.CN(C)CCCN=C=NCC>CN(C)C=O>[C:19]1(=[O:20])[N:15]([CH:11]2[CH2:10][CH2:9][CH2:8][C:3]3[CH:4]=[CH:5][CH:6]=[CH:7][C:2]=3[NH:1][C:12]2=[O:14])[C:16](=[O:25])[C:17]2=[CH:24][CH:23]=[CH:22][CH:21]=[C:18]12 |f:1.2|. Procedure details: A solution of 5-(2-aminophenyl)-2-phthalimidopentanoic acid (3.5 g) and 1-(3-dimethylaminopropyl)-3-ethylcarbodiimide hydrochloride (1.9 g) in dimethylformamide (85 ml) is stirred at room temperature under a nitrogen atmosphere for 65 hours. The solvent is removed under high vacuum and the residue distributed between ethyl acetate (250 ml) and water (150 ml). The organic phase is washed with 2N sodium hydroxide (100 ml) and water (100 ml), and dried over sodium sulfate. The solvent is removed un... Starting materials: O=C(O)C(F)(F)F, COC1Cc2ccc(C(N)=O)cc2C(C)(C)C1N, O=CCCNC(=O)C1CCCCC1. The product is COC1Cc2ccc(C(N)=O)cc2C(C)(C)C1NCCCNC(=O)C1CCCCC1. RXN SMILES: [F:32][C:33]([F:34])([F:35])[C:36]([OH:37])=[O:38].[NH2:1][CH:2]1[CH:3]([O:17][CH3:18])[CH2:4][c:5]2[cH:6][cH:7][c:8]([C:14](=[O:15])[NH2:16])[cH:9][c:10]2[C:11]1([CH3:12])[CH3:13].[O:19]=[CH:20][CH2:21][CH2:22][NH:23][C:24](=[O:25])[CH:26]1[CH2:27][CH2:28][CH2:29][CH2:30][CH2:31]1>>[NH:1]([CH:2]1[CH:3]([O:17][CH3:18])[CH2:4][c:5]2[cH:6][cH:7][c:8]([C:14](=[O:15])[NH2:16])[cH:9][c:10]2[C:11]1([CH3:12])[CH3:13])[CH2:20][CH2:21][CH2:22][NH:23][C:24](=[O:25])[CH:26]1[CH2:27][CH2:28][CH2:29][CH2:30][CH2:31]1. Starting materials: BrCC (bromoethane), C=C1[C@]2(C)[C@@H](CC1)[C@@H]1CCC=3C=C(C=CC3[C@H]1CC2)O (17-methyleneestra-1,3,5(10)-trien-3-ol), [Mg] (magnesium), CN(P(N(C)C)(N(C)C)=O)C (hexamethylphosphoric triamide), C=O (paraformaldehyde), Cl (HCl). As a reaction SMILES: [Mg].BrCC.[CH2:5]=[C:6]1[CH2:11][CH2:10][C@H:9]2[C@H:12]3[C@H:21]([CH2:22][CH2:23][C@:7]12[CH3:8])[C:20]1[CH:19]=[CH:18][C:17]([OH:24])=[CH:16][C:15]=1[CH2:14][CH2:13]3.CN(C)P(=O)(N(C)C)N(C)C.[CH2:36]=[O:37].Cl>C1COCC1.C1C=CC=CC=1>[OH:24][C:17]1[C:18]([CH:36]=[O:37])=[CH:19][C:20]2[C@@H:21]3[C@H:12]([C@H:9]4[C@@:7]([CH2:23][CH2:22]3)([CH3:8])[C:6](=[CH2:5])[CH2:11][CH2:10]4)[CH2:13][CH2:14][C:15]=2[CH:16]=1. The yield is 78.2%. Reported procedure: To a suspension of magnesium (0.365 g, 15 mmol) in THF (3.0 mL) was added bromoethane (1.5 mL, 20 mmol) dissolved in THF (3.0 mL) at room temperature. 17-Methyleneestra-1,3,5(10)-trien-3-ol (19, 0.805 g, 3.0 mmol) dissolved in THF (7.5 mL) was added to the reaction mixture, and stirring continued for 30 min. The solvent was removed at reduced pressure, and to the residue were added benzene (35 mL), hexamethylphosphoric triamide (1.4 mL, 7.5 mmol) and paraformaldehyde (0.630 g). Stirring was cont... The solvent is C1CCOC1 (THF), C1CCOC1 (THF), C1CCOC1 (THF), C1=CC=CC=C1 (benzene). Reaction conditions: time 30 minute. Product: OC1=CC=2CC[C@H]3[C@@H]4CCC([C@@]4(C)CC[C@@H]3C2C=C1C=O)=C (3-hydroxy-17-methyleneestra-1,3,5(10)-triene-2-carboxaldehyde). Reactants: O=C(n1ccnc1)n1ccnc1, C1CCC2=NCCCN2CC1, C1CCOC1, CCOC(C)=O, COC(=O)C1=Cc2cc(OC)ccc2-c2c(C3CCCCC3)c3ccc(C(=O)O)cc3n2C1, NS(=O)(=O)C1CC1. Product: COC(=O)C1=Cc2cc(OC)ccc2-c2c(C3CCCCC3)c3ccc(C(=O)NS(=O)(=O)C4CC4)cc3n2C1. Reaction SMILES: [C:1]([n:2]1[cH:3][cH:4][n:5][cH:6]1)([n:7]1[cH:8][cH:9][n:10][cH:11]1)=[O:12].[CH2:53]1[CH2:54][CH2:55][C:56]2=[N:61][CH2:60][CH2:59][CH2:58][N:57]2[CH2:62][CH2:63]1.[CH2:64]1[O:65][CH2:66][CH2:67][CH2:68]1.[CH3:69][CH2:70][O:71][C:72]([CH3:73])=[O:74].[CH:13]1([c:19]2[c:20]3[cH:21][cH:22][c:23]([C:43](=[O:44])[OH:45])[cH:24][c:25]3[n:26]3[c:27]2-[c:28]2[c:29]([cH:37][c:38]([O:41][CH3:42])[cH:39][cH:40]2)[CH:30]=[C:31]([C:33](=[O:34])[O:35][CH3:36])[CH2:32]3)[CH2:14][CH2:15][CH2:16][CH2:17][CH2:18]1.[CH:46]1([S:49](=[O:50])(=[O:51])[NH2:52])[CH2:47][CH2:48]1>>[CH:13]1([c:19]2[c:20]3[cH:21][cH:22][c:23]([C:43](=[O:44])[NH:52][S:49]([CH:46]4[CH2:47][CH2:48]4)(=[O:50])=[O:51])[cH:24][c:25]3[n:26]3[c:27]2-[c:28]2[c:29]([cH:37][c:38]([O:41][CH3:42])[cH:39][cH:40]2)[CH:30]=[C:31]([C:33](=[O:34])[O:35][CH3:36])[CH2:32]3)[CH2:14][CH2:15][CH2:16][CH2:17][CH2:18]1.